Dataset: the Open Reaction Database (ORD), a public repository of structured organic reaction records. Task: describe an organic reaction: reactants, conditions, products, and yield Starting materials: C(OC(C)Cl)(OCCCCCCCCCCCCCCCCCC)=O (1-Chloroethyl octadecyl carbonate), C(C)(=O)NC=1C(=C(C(=C(C1I)C(=O)[O-])I)N(C(C)=O)C)I.[K+] (potassium 5-acetamido-3-(N-methylacetamido)-2,4,6-triiodobenzenecarboxylate), [I-].[K+] (potassium iodide). Solvent: CN(C=O)C (N,N-dimethylformamide). Reaction conditions: temperature 50 celsius, time 18 hour. Yields the product C(C)(=O)NC=1C(=C(C(=C(C1I)C(=O)OC(C)OC(=O)OCCCCCCCCCCCCCCCCCC)I)N(C(C)=O)C)I (1-(Octadecyloxycarbonyloxy)ethyl 5-acetamido-3-(N-methylacetamido)-2,4,6-triiodobenzenecarboxylate). RXN SMILES: [C:1](=[O:25])([O:6][CH2:7][CH2:8][CH2:9][CH2:10][CH2:11][CH2:12][CH2:13][CH2:14][CH2:15][CH2:16][CH2:17][CH2:18][CH2:19][CH2:20][CH2:21][CH2:22][CH2:23][CH3:24])[O:2][CH:3](Cl)[CH3:4].[C:26]([NH:29][C:30]1[C:31]([I:46])=[C:32]([N:41]([CH3:45])[C:42](=[O:44])[CH3:43])[C:33]([I:40])=[C:34]([C:37]([O-:39])=[O:38])[C:35]=1[I:36])(=[O:28])[CH3:27].[K+].[I-].[K+]>CN(C)C=O>[C:26]([NH:29][C:30]1[C:31]([I:46])=[C:32]([N:41]([CH3:45])[C:42](=[O:44])[CH3:43])[C:33]([I:40])=[C:34]([C:37]([O:39][CH:3]([O:2][C:1]([O:6][CH2:7][CH2:8][CH2:9][CH2:10][CH2:11][CH2:12][CH2:13][CH2:14][CH2:15][CH2:16][CH2:17][CH2:18][CH2:19][CH2:20][CH2:21][CH2:22][CH2:23][CH3:24])=[O:25])[CH3:4])=[O:38])[C:35]=1[I:36])(=[O:28])[CH3:27] |f:1.2,3.4|. Reported procedure: 1-Chloroethyl octadecyl carbonate (7.54 g, 20 mmol) was added at room temperature to a solution of potassium 5-acetamido-3-(N-methylacetamido)-2,4,6-triiodobenzenecarboxylate (15.99 g, 24 mmol) and potassium iodide (0.33 g, 2 mmol) in dry N,N-dimethylformamide. After stirring at 50° C. for 18 hours the solvent was removed at reduced pressure. The residue was suspended in chloroform (200 ml) and washed three times with a saturated sodium bicarbonate solution and finally twice with water. After dr...